describe an organic reaction: reactants, conditions, products, and yield From a dataset of the Open Reaction Database (ORD), a public repository of structured organic reaction records. The reactants are N#CN (cyanamide), C(C)(C)(C)OC(N(CCOC1=CC=C(C=C1)N=C=S)C(C)C)=O (isopropyl-[2-(4-isothiocyanato-phenoxy)-ethyl]-carbamic acid tert-butyl ester), BrCC(=O)C1=CC2=C(OCCO2)C=C1 (2-bromo-1-(2,3-dihydro-benzo[1,4]dioxin-6-yl)ethanone). Product: NC=1N=C(SC1C(=O)C1=CC2=C(OCCO2)C=C1)NC1=CC=C(C=C1)OCCNC(C)C ([4-Amino-2-[4-(2-isopropylamino-ethoxy)-phenylamino]thiazol-5-yl]-(2,3-dihydro-benzo[1,4]dioxin-6-yl)-methanone). As a reaction SMILES: [N:1]#[C:2][NH2:3].C(OC(=O)[N:10]([CH:23]([CH3:25])[CH3:24])[CH2:11][CH2:12][O:13][C:14]1[CH:19]=[CH:18][C:17]([N:20]=[C:21]=[S:22])=[CH:16][CH:15]=1)(C)(C)C.Br[CH2:28][C:29]([C:31]1[CH:40]=[CH:39][C:34]2[O:35][CH2:36][CH2:37][O:38][C:33]=2[CH:32]=1)=[O:30]>>[NH2:1][C:2]1[N:3]=[C:21]([NH:20][C:17]2[CH:16]=[CH:15][C:14]([O:13][CH2:12][CH2:11][NH:10][CH:23]([CH3:24])[CH3:25])=[CH:19][CH:18]=2)[S:22][C:28]=1[C:29]([C:31]1[CH:40]=[CH:39][C:34]2[O:35][CH2:36][CH2:37][O:38][C:33]=2[CH:32]=1)=[O:30]. Reported procedure: This compound was prepared from cyanamide, isopropyl-[2-(4-isothiocyanato-phenoxy)-ethyl]-carbamic acid tert-butyl ester of Example 135 and 2-bromo-1-(2,3-dihydro-benzo[1,4]dioxin-6-yl)ethanone (Maybridge Chemical) following a procedure similar to Example 130. Mass spectrum (ES) MH+=455. The reactants are CN(C=O)C (N,N-Dimethylformamide), COC=1C=C2C(=CC=NC2=CC1O)OC=1C(=NC2=CC=CC=C2C1)C (6-Methoxy-4-(2-methyl-quinolin-3-yloxy)-quinolin-7-ol), COC=1C=C2C(=CC=NC2=CC1O)OC=1C(=NC2=CC=CC=C2C1)C (6-Methoxy-4-(2-methyl-quinolin-3-yloxy)-quinolin-7-ol), C([O-])([O-])=O.[K+].[K+] (potassium carbonate), C(Cl)[C@@H]1CO1 ((S)-epichlorohydrin). The solvent is O (water). Reaction conditions: temperature 90 celsius, time 8 hour. Product: COC=1C=C2C(=CC=NC2=CC1OC[C@H]1OC1)OC=1C(=NC2=CC=CC=C2C1)C ((S)-6-methoxy-4-(2-methyl-quinolin-3-yloxy)-7-oxiranylmethoxy-quinoline). Isolated yield 56.5%. RXN SMILES: CN(C)C=O.[CH3:6][O:7][C:8]1[CH:9]=[C:10]2[C:15](=[CH:16][C:17]=1[OH:18])[N:14]=[CH:13][CH:12]=[C:11]2[O:19][C:20]1[C:21]([CH3:30])=[N:22][C:23]2[C:28]([CH:29]=1)=[CH:27][CH:26]=[CH:25][CH:24]=2.C(=O)([O-])[O-].[K+].[K+].[CH2:37]([C@H:39]1[O:41][CH2:40]1)Cl>O>[CH3:6][O:7][C:8]1[CH:9]=[C:10]2[C:15](=[CH:16][C:17]=1[O:18][CH2:37][C@@H:39]1[CH2:40][O:41]1)[N:14]=[CH:13][CH:12]=[C:11]2[O:19][C:20]1[C:21]([CH3:30])=[N:22][C:23]2[C:28]([CH:29]=1)=[CH:27][CH:26]=[CH:25][CH:24]=2 |f:2.3.4|. Procedure: N,N-Dimethylformamide (2 ml) was added to 6-methoxy-4-(2-methyl-quinolin-3-yloxy)-quinolin-7-ol (compound 352) (50 mg), potassium carbonate (62 mg), and (S)-epichlorohydrin (42 mg), and the mixture was stirred at 90° C. overnight. The reaction solution was cooled to room temperature, water was added to the reaction solution, and the mixture was extracted with ethyl acetate. The ethyl acetate layer was washed with water and was then dried over anhydrous sodium sulfate. The solvent was removed by ...